This data is from the Open Reaction Database (ORD), a public repository of structured organic reaction records. The task is: describe an organic reaction: reactants, conditions, products, and yield The reactants are Cl (hydrochloric acid), [BH4-].[Na+] (NaBH4), [Li+].[Cl-] (LiCl), C1(=CC=C(C=C1)S(=O)(=O)N[C@@H](CC(=O)OC)C(=O)OC)C (Dimethyl N-(p-toluenesulfonyl)-L-aspartate). Solvent: O1CCCC1 (tetrahydrofuran). Run at temperature 0 celsius, time 62 hour. Yields the product C1(=CC=C(C=C1)S(=O)(=O)N[C@H](CO)CCO)C ((S)-2-(p-toluene-sulfonylamino)-1,4-butanediol). Reaction SMILES: [C:1]1([CH3:21])[CH:6]=[CH:5][C:4]([S:7]([NH:10][C@H:11]([C:17](OC)=[O:18])[CH2:12][C:13](OC)=[O:14])(=[O:9])=[O:8])=[CH:3][CH:2]=1.[BH4-].[Na+].[Li+].[Cl-].Cl>O1CCCC1>[C:1]1([CH3:21])[CH:2]=[CH:3][C:4]([S:7]([NH:10][C@@H:11]([CH2:12][CH2:13][OH:14])[CH2:17][OH:18])(=[O:9])=[O:8])=[CH:5][CH:6]=1 |f:1.2,3.4|. Procedure: Dimethyl N-(p-toluenesulfonyl)-L-aspartate, (2.0 g; J. M. Theobald, M. W. Williams, G. T. Young, J. Chem. Soc., 1927 (1963)) was dissolved in tetrahydrofuran (20 mL) and NaBH4 (1.5 g) and LiCl (1.5 g) added and the mixture stirred at 0° C. for 60 to 64 hours. Ten percent hydrochloric acid (10 mL) was slowly added (caution!gas evolution) and the mixture extracted with ethyl acetate (3×20 mL). The combined organic extracts were concentrated and the residue dried under vacuum to give (S)-2-(p-tolue... Starting materials: NC1(C2=CC(=CC=C2OC=2C(=CC(=CC12)OC)F)Br)CO ((9-amino-7-bromo-4-fluoro-2-methoxy-9H-xanthen-9-yl)methanol), C1CCOC1 (THF), C(C=C)#N (acrylonitrile), [OH-].[Na+] (NaOH), aq. solution. Reagents/catalysts: S(=O)(=O)(O)[O-].C(CCC)[N+](CCCC)(CCCC)CCCC (tetrabutylammonium hydrogen sulfate). Solvent: CCOC(=O)C (EtOAc). Reaction conditions: time 1.5 hour. Product: NC1(C2=CC(=CC=C2OC=2C(=CC(=CC12)OC)F)Br)COCCC#N (3-((9-amino-7-bromo-4-fluoro-2-methoxy-9H-xanthen-9-yl)methoxy)propanenitrile). As a reaction SMILES: [NH2:1][C:2]1([CH2:20][OH:21])[C:15]2[CH:14]=[C:13]([O:16][CH3:17])[CH:12]=[C:11]([F:18])[C:10]=2[O:9][C:8]2[C:3]1=[CH:4][C:5]([Br:19])=[CH:6][CH:7]=2.C1COCC1.[C:27](#[N:30])[CH:28]=[CH2:29].[OH-].[Na+]>S([O-])(O)(=O)=O.C([N+](CCCC)(CCCC)CCCC)CCC.CCOC(C)=O>[NH2:1][C:2]1([CH2:20][O:21][CH2:29][CH2:28][C:27]#[N:30])[C:15]2[CH:14]=[C:13]([O:16][CH3:17])[CH:12]=[C:11]([F:18])[C:10]=2[O:9][C:8]2[C:3]1=[CH:4][C:5]([Br:19])=[CH:6][CH:7]=2 |f:3.4,5.6|. Procedure: A 100-mL RBF was charged with (9-amino-7-bromo-4-fluoro-2-methoxy-9H-xanthen-9-yl)methanol (2.318 g, 6.54 mmol), tetrabutylammonium hydrogen sulfate (0.111 g, 0.327 mmol), THF (32.7 mL), and acrylonitrile (2.154 mL, 32.7 mmol) to give a clear solution. NaOH (8.18 mL of a 2N aq. solution, 16.36 mmol) was added, and the resulting mixture was stirred for 1.5 h. The reaction mixture was diluted with EtOAc (70 mL), washed with water (2×50 mL), washed with brine, dried over sodium sulfate, filtered, a... Reactants: Cl[C@H]1[C@H](C\C=C/CCCC(=O)O)[C@H]([C@@H](C1)OC1OCCCC1)\C=C\[C@H](C(C\C=C(\C)/Cl)C)OC1OCCCC1 ((5Z,13E,18Z)-(8R,9R,11R,12R,15S,16RS)-9,19-dichloro-16-methyl-11,15-bis(tetrahydropyran-2-yloxy)-5,13,18-prostatrienoic acid), mixture. Solvent: C(C)(=O)O.O.O1CCCC1 (acetic acid water tetrahydrofuran). Product: ClC1[C@H](CC=CCCCC(=O)O)[C@H](C(C1)O)C=CC(C(CC=C(C)Cl)C)O (9,19-Dichloro-11,15-dihydroxy-16-methyl-5,13,18-prostatrienoic Acid). Isolated yield 59.1%. RXN SMILES: [Cl:1][C@@H:2]1[CH2:15][C@@H:14]([O:16]C2CCCCO2)[C@H:13](/[CH:23]=[CH:24]/[C@@H:25]([O:33]C2CCCCO2)[CH:26]([CH3:32])[CH2:27]/[CH:28]=[C:29](\[Cl:31])/[CH3:30])[C@H:3]1[CH2:4]/[CH:5]=[CH:6]\[CH2:7][CH2:8][CH2:9][C:10]([OH:12])=[O:11]>C(O)(=O)C.O.O1CCCC1>[Cl:1][CH:2]1[CH2:15][CH:14]([OH:16])[C@H:13]([CH:23]=[CH:24][CH:25]([OH:33])[CH:26]([CH3:32])[CH2:27][CH:28]=[C:29]([Cl:31])[CH3:30])[C@H:3]1[CH2:4][CH:5]=[CH:6][CH2:7][CH2:8][CH2:9][C:10]([OH:12])=[O:11] |f:1.2.3|. Procedure: Under argon, 427 mg of (5Z,13E,18Z)-(8R,9R,11R,12R,15S,16RS)-9,19-dichloro-16-methyl-11,15-bis(tetrahydropyran-2-yloxy)-5,13,18-prostatrienoic acid was stirred at room temperature for 16 hours with 9 ml of a mixture of acetic acid/water/tetrahydrofuran (65/35/10). The mixture was then evaporated under vacuum and the residue purified by column chromatography on silica gel with hexane/20-80% ethyl acetate, thus producing 180 mg of the title compound. Reactants: ClC1=NC=CC(=N1)C=1C=CC(=C(C#N)C1)N1CCC(CC1)O (5-(2-chloropyrimidin-4-yl)-2-(4-hydroxypiperidin-1-yl)benzonitrile), N=1NN=NC1C1=CC=C(N)C=C1 (4-(2H-tetrazol-5-yl)aniline). Yields the product N=1NN=NC1C1=CC=C(C=C1)NC1=NC=CC(=N1)C=1C=CC(=C(C#N)C1)N1CCC(CC1)O (5-(2-(4-(2H-Tetrazol-5-yl)phenylamino)pyrimidin-4-yl)-2-(4-hydroxypiperidin-1-yl)benzonitrile). RXN SMILES: Cl[C:2]1[N:7]=[C:6]([C:8]2[CH:9]=[CH:10][C:11]([N:16]3[CH2:21][CH2:20][CH:19]([OH:22])[CH2:18][CH2:17]3)=[C:12]([CH:15]=2)[C:13]#[N:14])[CH:5]=[CH:4][N:3]=1.[N:23]1[NH:24][N:25]=[N:26][C:27]=1[C:28]1[CH:34]=[CH:33][C:31]([NH2:32])=[CH:30][CH:29]=1>>[N:26]1[NH:25][N:24]=[N:23][C:27]=1[C:28]1[CH:34]=[CH:33][C:31]([NH:32][C:2]2[N:7]=[C:6]([C:8]3[CH:9]=[CH:10][C:11]([N:16]4[CH2:21][CH2:20][CH:19]([OH:22])[CH2:18][CH2:17]4)=[C:12]([CH:15]=3)[C:13]#[N:14])[CH:5]=[CH:4][N:3]=2)=[CH:30][CH:29]=1. Procedure: 5-2-(4-(2H-Tetrazol-5-yl)phenylamino)pyrimidin-4-yl)-2-(4-hydroxypiperidin-1-yl)benzonitrile was obtained by following procedure E using 5-(2-chloropyrimidin-4-yl)-2-(4-hydroxypiperidin-1-yl)benzonitrile and 4-(2H-tetrazol-5-yl)aniline. 1H NMR (DMSO-d6, 400 MHz) δ 10.09 (s, 1H), 8.61 (d, 1H), 8.50 (d, 1H), 8.38 (dd, 1H), 8.06 (d, 2H), 8.00 (d, 2H), 7.55 (d, 1H), 7.32 (d, 1H), 3.72 (m, 1H), 3.61 (m, 2H), 3.13 (m, 2H), 1.89 (m, 2H), 1.59 (m, 2H). MS (ESI) 440.10 (M+H).